From a dataset of the Open Reaction Database (ORD), a public repository of structured organic reaction records. describe an organic reaction: reactants, conditions, products, and yield Reactants: C(C)(=O)O[BH-](OC(C)=O)OC(C)=O.[Na+] (sodium triacetoxy borohydride), N[C@@H]([C@@H](C)CC)C(=O)O (Isoleucine), C(C)(C)(C)OC(=O)N[C@@H]([C@@H](C)CC)C=O (N-t-Butoxycarbonyl isoleucinal), FC(C(=O)O)(F)F (trifluoroacetic acid), N[C@@H]([C@@H](C)CC)C(=O)O (isoleucine). Solvent: CN(C)C=O (DMF), CO (methanol). Conditions: time 8 hour. Yields the product C(C)(C)(C)OC(=O)N[C@H](CN[C@@H]([C@@H](C)CC)C(=O)O)C(CC)C (N-[2(S)-[t-butoxycarbonylamino]-3-methylpentyl]-isoleucine). Isolated yield 84.0%. As a reaction SMILES: [NH2:1][C@H:2]([C:7]([OH:9])=[O:8])[C@H:3]([CH2:5][CH3:6])[CH3:4].FC(F)(F)C(O)=O.[C:17]([O:21][C:22]([NH:24][C@H:25]([CH:30]=O)[C@H:26]([CH2:28][CH3:29])[CH3:27])=[O:23])([CH3:20])([CH3:19])[CH3:18].C(O[BH-](OC(=O)C)OC(=O)C)(=O)C.[Na+]>CO.CN(C=O)C>[C:17]([O:21][C:22]([NH:24][C@@H:25]([CH:26]([CH3:27])[CH2:28][CH3:29])[CH2:30][NH:1][C@H:2]([C:7]([OH:9])=[O:8])[C@H:3]([CH2:5][CH3:6])[CH3:4])=[O:23])([CH3:19])([CH3:20])[CH3:18] |f:3.4|. Procedure: Isoleucine (1.31 g, 9.95 mmol) was suspended in anhydrous methanol (10 ml) and trifluoroacetic acid (1.133 g, 0.77 ml, 9.95 mmol) was added. The mixture was stirred until all the isoleucine had dissolved and the solvent was then removed under reduced pressure. Anhydrous DMF (10 ml) was added to the resulting isoleucine trifluoroacetate salt followed by 3 Å molecular sieves and a solution of 2 (1.47 g, 4.9 mmol) in anhydrous DMF (5 ml). After 15 minutes the solution was treated with sodium triace... The reactants are [H-].[Na+] (Sodium hydride), C(CC(=O)OCC)(=O)OC(C)(C)C (tert-butyl ethyl malonate), ClC1=C(C=C(C(=C1)Cl)[N+](=O)[O-])[N+](=O)[O-] (1,5-dichloro-2,4-dinitrobenzene). Solvent: CN1C(CCC1)=O (1-methyl-2-pyrrolidinone). Conditions: time 15 minute. Product: C(C)OC(C(C(=O)OC(C)(C)C)C1=C(C=C(C(=C1)Cl)[N+](=O)[O-])[N+](=O)[O-])=O (2-(5-chloro-2,4-dinitro-phenyl)-malonic acid tert-butyl ester ethyl ester). Isolated yield 64.6%. As a reaction SMILES: [H-].[Na+].[C:3]([O:11][C:12]([CH3:15])([CH3:14])[CH3:13])(=[O:10])[CH2:4][C:5]([O:7][CH2:8][CH3:9])=[O:6].[Cl:16][C:17]1[CH:22]=[C:21](Cl)[C:20]([N+:24]([O-:26])=[O:25])=[CH:19][C:18]=1[N+:27]([O-:29])=[O:28]>CN1CCCC1=O>[CH2:8]([O:7][C:5](=[O:6])[CH:4]([C:21]1[CH:22]=[C:17]([Cl:16])[C:18]([N+:27]([O-:29])=[O:28])=[CH:19][C:20]=1[N+:24]([O-:26])=[O:25])[C:3]([O:11][C:12]([CH3:14])([CH3:13])[CH3:15])=[O:10])[CH3:9] |f:0.1|. Procedure: Sodium hydride (60% suspension in mineral oil, 1.60 mmol) was added to a mixture of tert-butyl ethyl malonate (300 mg) in 1-methyl-2-pyrrolidinone (3 mL) and was followed by 1,5-dichloro-2,4-dinitrobenzene (0.45 g). The reaction mixture was stirred for 15 minutes and was then quenched by addition of a diluted aqueous solution of hydrochloric acid. The resulting mixture was extracted with ethyl acetate; the combined organic extracts were washed with brine, dried over anhydrous sodium sulfate, fil... Starting materials: CN(C)C(=O)C1(c2ccccc2)CCN(C(=O)OC(C)(C)C)CC1, CCOC(C)=O, Cl, C1COCCO1. The product is CN(C)C(=O)C1(c2ccccc2)CCNCC1, Cl. Reaction SMILES: [CH3:1][N:2]([C:3](=[O:4])[C:5]1([c:18]2[cH:19][cH:20][cH:21][cH:22][cH:23]2)[CH2:6][CH2:7][N:8]([C:11]([O:12][C:13]([CH3:14])([CH3:15])[CH3:16])=[O:17])[CH2:9][CH2:10]1)[CH3:24].[CH3:26][CH2:27][O:28][C:29](=[O:30])[CH3:31].[ClH:25].[O:32]1[CH2:33][CH2:34][O:35][CH2:36][CH2:37]1>>[CH3:1][N:2]([C:3](=[O:4])[C:5]1([c:18]2[cH:19][cH:20][cH:21][cH:22][cH:23]2)[CH2:6][CH2:7][NH:8][CH2:9][CH2:10]1)[CH3:24].[ClH:25]. Starting materials: C(C1=CC=CC=C1)OC(=O)N1C(=NC(C1)=O)NCC1=C(C=CC=C1)C(F)(F)F (4-oxo-2-(2-trifluoromethyl-benzylamino)-4,5-dihydro-imidazole-1-carboxylic acid benzyl ester), C(=O)C=1N=C2C(=C(C=NC2=CC1)C#N)OC(C)C (6-formyl-4-isopropoxy-[1,5]naphthyridine-3-carbonitrile), N1CCCCC1 (piperidine). Solvent: CC(C)O (iPrOH). The product is C(C)(C)OC1=C(C=NC2=CC=C(N=C12)C=C1NC(=NC1=O)NCC1=C(C=CC=C1)C(F)(F)F)C#N (4-isopropoxy-6-[5-oxo-2-(2-trifluoromethyl-benzylamino)-3,5-dihydro-imidazol-4-ylidenemethyl]-[1,5]naphthyridine-3-carbonitrile). RXN SMILES: C(OC([N:11]1[CH2:15][C:14](=[O:16])[N:13]=[C:12]1[NH:17][CH2:18][C:19]1[CH:24]=[CH:23][CH:22]=[CH:21][C:20]=1[C:25]([F:28])([F:27])[F:26])=O)C1C=CC=CC=1.[CH:29]([C:31]1[N:32]=[C:33]2[C:38](=[CH:39][CH:40]=1)[N:37]=[CH:36][C:35]([C:41]#[N:42])=[C:34]2[O:43][CH:44]([CH3:46])[CH3:45])=O.N1CCCCC1>CC(O)C>[CH:44]([O:43][C:34]1[C:33]2[C:38](=[CH:39][CH:40]=[C:31]([CH:29]=[C:15]3[C:14](=[O:16])[N:13]=[C:12]([NH:17][CH2:18][C:19]4[CH:24]=[CH:23][CH:22]=[CH:21][C:20]=4[C:25]([F:26])([F:27])[F:28])[NH:11]3)[N:32]=2)[N:37]=[CH:36][C:35]=1[C:41]#[N:42])([CH3:46])[CH3:45]. Reported procedure: To a mixture of 4-oxo-2-(2-trifluoromethyl-benzylamino)-4,5-dihydro-imidazole-1-carboxylic acid benzyl ester (70.4 mg, 0.18 mmol) (prepared as described in C-H Kwon et al. J. Med. Chem. 1991, 34, 1845-1849), 6-formyl-4-isopropoxy-[1,5]naphthyridine-3-carbonitrile (56.5 mg, 0.23 mmol) (see Example 1) and iPrOH (5 mL) in a 25-mL round bottom flask was added piperidine (0.05 mL) and the suspension was then heated under refluxing for 5 h to give a brown solution. The reaction mixture was cooled to r... Reactants: O=[N+]([O-])c1cc2c(Nc3ccc(F)c(Cl)c3)ncnc2cc1Cl, [Na], CN(C)C=O, O=S(=O)(O)c1ccccc1. Yields the product O=[N+]([O-])c1cc2c(Nc3ccc(F)c(Cl)c3)ncnc2cc1S(=O)(=O)c1ccccc1. Reaction SMILES: [Cl:1][c:2]1[cH:3][c:4]([NH:9][c:10]2[n:11][cH:12][n:13][c:14]3[cH:15][c:16]([Cl:23])[c:17]([N+:20](=[O:21])[O-:22])[cH:18][c:19]23)[cH:5][cH:6][c:7]1[F:8].[Na:24].[O:35]=[CH:36][N:37]([CH3:38])[CH3:39].[c:25]1([S:31](=[O:32])(=[O:33])[OH:34])[cH:26][cH:27][cH:28][cH:29][cH:30]1>>[Cl:1][c:2]1[cH:3][c:4]([NH:9][c:10]2[n:11][cH:12][n:13][c:14]3[cH:15][c:16]([S:31]([c:25]4[cH:26][cH:27][cH:28][cH:29][cH:30]4)(=[O:32])=[O:33])[c:17]([N+:20](=[O:21])[O-:22])[cH:18][c:19]23)[cH:5][cH:6][c:7]1[F:8]. Starting materials: Cl (HCl), CB1OC([C@@H]2N1CCC2)(C2=CC=CC=C2)C2=CC=CC=C2 ((R)-1-methyl-3,3-diphenylhexahydropyrrolo[1,2-c][1,3,2]oxazaborole), C(C)N(C1=CC=CC=C1)CC.B (borane diethylaniline), ClC=1C=C(C=CC1Cl)C(CC)=O (1-(3,4-dichlorophenyl)propan-1-one). Run in CC(C)(C)OC (MTBE), CO (MeOH), CC(C)(C)OC (MTBE). Conditions: temperature 40 celsius, time 3 hour. Yields the product ClC=1C=C(C=CC1Cl)[C@H](CC)O ((S)-1-(3,4-dichlorophenyl)propan-1-ol). Isolated yield 67.0%. Reaction SMILES: CB1N2CCC[C@@H]2C(C2C=CC=CC=2)(C2C=CC=CC=2)O1.C(N(CC)C1C=CC=CC=1)C.B.[Cl:34][C:35]1[CH:36]=[C:37]([C:42](=[O:45])[CH2:43][CH3:44])[CH:38]=[CH:39][C:40]=1[Cl:41].Cl>CO.CC(OC)(C)C>[Cl:34][C:35]1[CH:36]=[C:37]([C@@H:42]([OH:45])[CH2:43][CH3:44])[CH:38]=[CH:39][C:40]=1[Cl:41] |f:1.2|. Procedure details: A 250 mL round-bottom flask was charged with MTBE (35 mL), a solution of (R)-1-methyl-3,3-diphenylhexahydropyrrolo[1,2-c][1,3,2]oxazaborole (2.51 mL, 2.51 mmol) and borane diethylaniline (4.45 mL, 25.1 mmol) at RT then heated to 40° C. A MTBE (20 mL) solution of 156 (6.00 g, 25.1 mmol) was added dropwise and the reaction was stirred at 40° C. for 3 h. The reaction was cooled to RT and MeOH (5 mL) was then added slowly, followed by 1M HCl and the reaction was stirred for 18 h. The water was remov... The reactants are Cc1ccc(S(=O)(=O)NCC#N)cc1, C1CCOC1, COC(=O)c1c(CBr)n(S(=O)(=O)c2ccccc2)c2ncccc12, ClCCl, [H-], [Na+], [Na+], [Na+], O=C([O-])[O-]. Product: COC(=O)c1c(CN(CC#N)S(=O)(=O)c2ccc(C)cc2)n(S(=O)(=O)c2ccccc2)c2ncccc12. RXN SMILES: [C:25](#[N:26])[CH2:27][NH:28][S:29](=[O:30])(=[O:31])[c:32]1[cH:33][cH:34][c:35]([CH3:38])[cH:36][cH:37]1.[CH2:41]1[O:42][CH2:43][CH2:44][CH2:45]1.[CH3:1][O:2][C:3](=[O:4])[c:5]1[c:6]([CH2:23][Br:24])[n:7]([S:14](=[O:15])(=[O:16])[c:17]2[cH:18][cH:19][cH:20][cH:21][cH:22]2)[c:8]2[n:9][cH:10][cH:11][cH:12][c:13]12.[Cl:46][CH2:47][Cl:48].[H-:39].[Na+:40].[Na+:49].[Na+:50].[O-:51][C:52](=[O:53])[O-:54]>>[CH3:1][O:2][C:3](=[O:4])[c:5]1[c:6]([CH2:23][N:28]([CH2:27][C:25]#[N:26])[S:29](=[O:30])(=[O:31])[c:32]2[cH:33][cH:34][c:35]([CH3:38])[cH:36][cH:37]2)[n:7]([S:14](=[O:15])(=[O:16])[c:17]2[cH:18][cH:19][cH:20][cH:21][cH:22]2)[c:8]2[n:9][cH:10][cH:11][cH:12][c:13]12. The reactants are O=C(O)C1CCCN1C(=O)OCc1ccccc1, CCOC(OCC)C1CCCN1, Cl. Yields the product CCOC(OCC)C1CCCN1C(=O)C1CCCN1C(=O)OCc1ccccc1. RXN SMILES: [CH2:14]([c:15]1[cH:16][cH:17][cH:18][cH:19][cH:20]1)[O:21][C:22](=[O:23])[N:24]1[CH:25]([C:26](=[O:27])[OH:28])[CH2:29][CH2:30][CH2:31]1.[CH2:2]([CH3:3])[O:4][CH:5]([CH:6]1[NH:7][CH2:8][CH2:9][CH2:10]1)[O:11][CH2:12][CH3:13].[ClH:1]>>[CH2:2]([CH3:3])[O:4][CH:5]([CH:6]1[N:7]([C:26]([CH:25]2[N:24]([C:22]([O:21][CH2:14][c:15]3[cH:16][cH:17][cH:18][cH:19][cH:20]3)=[O:23])[CH2:31][CH2:30][CH2:29]2)=[O:27])[CH2:8][CH2:9][CH2:10]1)[O:11][CH2:12][CH3:13].